From a dataset of the Open Reaction Database (ORD), a public repository of structured organic reaction records. describe an organic reaction: reactants, conditions, products, and yield Reactants: C(CCCCCCCCCC)OC=1C=NC(=NC1)C1=CC=C(C=C1)CCCCCC (5-undecyloxy-2-(4-hexylphenyl)pyrimidine), C(CCCCCCCCCC)OC=1C=NC(=NC1)C1=CC=C(C=C1)CCCCCCCCCCCC.C(CCCCCCCCCC)OC=1C=NC(=NC1)C1=CC=C(C=C1)CCCCCCCCCCC (5-undecyloxy-2-(4-undecylphenyl)pyrimidine 5-undecyloxy-2-(4-dodecylphenyl)pyrimidine). Yields the product C(CCCCCCCCCC)OC=1C=NC(=NC1)C1=CC=C(C=C1)CCCCC (5-undecyloxy-2-(4-pentylphenyl)pyrimidine). As a reaction SMILES: [CH2:1]([O:12][C:13]1[CH:14]=[N:15][C:16]([C:19]2[CH:24]=[CH:23][C:22]([CH2:25][CH2:26][CH2:27][CH2:28][CH2:29]C)=[CH:21][CH:20]=2)=[N:17][CH:18]=1)[CH2:2][CH2:3][CH2:4][CH2:5][CH2:6][CH2:7][CH2:8][CH2:9][CH2:10][CH3:11].C(OC1C=NC(C2C=CC(CCCCCCCCCCCC)=CC=2)=NC=1)CCCCCCCCCC.C(OC1C=NC(C2C=CC(CCCCCCCCCCC)=CC=2)=NC=1)CCCCCCCCCC>>[CH2:1]([O:12][C:13]1[CH:14]=[N:15][C:16]([C:19]2[CH:24]=[CH:23][C:22]([CH2:25][CH2:26][CH2:27][CH2:28][CH3:29])=[CH:21][CH:20]=2)=[N:17][CH:18]=1)[CH2:2][CH2:3][CH2:4][CH2:5][CH2:6][CH2:7][CH2:8][CH2:9][CH2:10][CH3:11] |f:1.2|. Procedure: 5-undecyloxy-2-(4-hexylphenyl)pyrimidine ##STR25## 5-undecyloxy-2-(4-heptylphenyl)pyrimidine ##STR26## 5-undecyloxy-2-(4-octylphenyl)pyrimidine ##STR27## 5-undecyloxy-2-(4-nonylphenyl)pyrimidine ##STR28## 5-undecyloxy-2-(4-decylphenyl)pyrimidine ##STR29## 5-undecyloxy-2-(4-undecylphenyl)pyrimidine 5-undecyloxy-2-(4-dodecylphenyl)pyrimidine The reactants are FC(C1=CC(=NC=2N1N=CC2C(=O)O)C2=CC(=CC=C2)C(F)(F)F)(F)F (7-trifluoromethyl-5-(3-trifluoromethyl-phenyl)-pyrazolo[1,5-a]pyrimidine-3-carboxylic acid), ONC(C1=CC(=CC=C1)S(N)(=O)=O)=N (N-hydroxy-3-sulfamoyl-benzamidine). Yields the product FC(C1=CC(=NC=2N1N=CC2C2=NC(=NO2)C=2C=C(C=CC2)S(=O)(=O)N)C2=CC(=CC=C2)C(F)(F)F)(F)F (3-{5-[7-Trifluoromethyl-5-(3-trifluoromethyl-phenyl)-pyrazolo[1,5-a]pyrimidin-3-yl]-[1,2,4]oxadiazol-3-yl}-benzenesulfonamide). RXN SMILES: [F:1][C:2]([F:26])([F:25])[C:3]1[N:8]2[N:9]=[CH:10][C:11]([C:12](O)=O)=[C:7]2[N:6]=[C:5]([C:15]2[CH:20]=[CH:19][CH:18]=[C:17]([C:21]([F:24])([F:23])[F:22])[CH:16]=2)[CH:4]=1.[OH:27][NH:28][C:29](=[NH:40])[C:30]1[CH:35]=[CH:34][CH:33]=[C:32]([S:36](=[O:39])(=[O:38])[NH2:37])[CH:31]=1>>[F:26][C:2]([F:1])([F:25])[C:3]1[N:8]2[N:9]=[CH:10][C:11]([C:12]3[O:27][N:28]=[C:29]([C:30]4[CH:31]=[C:32]([S:36]([NH2:37])(=[O:38])=[O:39])[CH:33]=[CH:34][CH:35]=4)[N:40]=3)=[C:7]2[N:6]=[C:5]([C:15]2[CH:20]=[CH:19][CH:18]=[C:17]([C:21]([F:24])([F:23])[F:22])[CH:16]=2)[CH:4]=1. Reported procedure: The title compound was prepared from 7-trifluoromethyl-5-(3-trifluoromethyl-phenyl)-pyrazolo[1,5-a]pyrimidine-3-carboxylic acid (example C.31) (188 mg, 0.5 mmol) and N-hydroxy-3-sulfamoyl-benzamidine [CAS-No. 9000-88-7] (161 mg, 0.75 mmol) according to general procedure II. Obtained after purification by flash chromatography (ethyl acetate/heptane) and crystallization (dichloromethane) as a light yellow solid (120 mg, 43%). MS (ISN) 552.9 [(M−H)−]; mp 251° C. Reactants: C(CCC)[Sn](CCCC)=O (dibutyltinoxide), C1(=CC=C(C=C1)S(=O)(=O)Cl)C (p-toluene sulphonyl chloride), OC(CC#N)CO (3,4-dihydroxybutanenitrile), OC(CC#N)CO (3,4-dihydroxybutanenitrile). Run in O (water). Run at time 2 hour. The product is OC(CC#N)COS(=O)(=O)C1=CC=C(C)C=C1 (racemic 3-hydroxy-4-tosyloxybutanenitrile), ii. RXN SMILES: [OH:1][CH:2]([CH2:6][OH:7])[CH2:3][C:4]#[N:5].C([Sn](=O)CCCC)CCC.[C:18]1([CH3:28])[CH:23]=[CH:22][C:21]([S:24](Cl)(=[O:26])=[O:25])=[CH:20][CH:19]=1>O>[OH:1][CH:2]([CH2:6][O:7][S:24]([C:21]1[CH:22]=[CH:23][C:18]([CH3:28])=[CH:19][CH:20]=1)(=[O:26])=[O:25])[CH2:3][C:4]#[N:5]. Procedure details: tosylating 3,4-dihydroxybutanenitrile by reacting 3,4-dihydroxybutanenitrile with dibutyltinoxide, p-toluene sulphonyl chloride and a base in the presence of an organic solvent, at a temperature ranging between 25-30° C. under nitrogen atmosphere, for a period of 1-3 hrs., adding water to the above said reaction mixture and separating the organic layer, followed by concentration and purification by known method to obtain the racemic 3-hydroxy-4-tosyloxybutanenitrile, ii) resoluting racemic 3-hyd... RXN SMILES: [OH-].[Na+].[CH2:3]([O:10][C:11]([C:13]1[N:14]([C:18]2[CH:19]=[C:20]([CH:25]=[CH:26][CH:27]=2)[C:21]([O:23]C)=[O:22])[CH:15]=[CH:16][CH:17]=1)=[O:12])[C:4]1[CH:9]=[CH:8][CH:7]=[CH:6][CH:5]=1.O1CCOCC1.Cl>O.C(OCC)(=O)C>[CH2:3]([O:10][C:11]([C:13]1[N:14]([C:18]2[CH:19]=[C:20]([CH:25]=[CH:26][CH:27]=2)[C:21]([OH:23])=[O:22])[CH:15]=[CH:16][CH:17]=1)=[O:12])[C:4]1[CH:5]=[CH:6][CH:7]=[CH:8][CH:9]=1 |f:0.1|. Reported procedure: 1N-Sodium hydroxide solution (1.5 ml) was added to a mixture of methyl 3-(2-benzyloxycarbonylpyrrol-1-yl)benzoate (0.5 g) and dioxane (20 ml), and the mixture was stirred for 3 days at ambient temperature. The reaction mixture was poured into the mixture of ethyl acetate and water and the separated aqueous layer was adjusted to pH 1 with 6N-hydrochloric acid. The mixture was extracted with ethyl acetate and extract was washed with brine and dried over magnesium sulfate. The solvent was removed b... The product is C(C1=CC=CC=C1)OC(=O)C=1N(C=CC1)C=1C=C(C(=O)O)C=CC1 (3-(2-benzyloxycarbonylpyrrol-1-yl)benzoic acid). Solvent: O (water), C(C)(=O)OCC (ethyl acetate). Run at time 3 day. Reactants: [OH-].[Na+] (Sodium hydroxide), C(C1=CC=CC=C1)OC(=O)C=1N(C=CC1)C=1C=C(C(=O)OC)C=CC1 (methyl 3-(2-benzyloxycarbonylpyrrol-1-yl)benzoate), O1CCOCC1 (dioxane), Cl (hydrochloric acid). Isolated yield 50.1%.